Task: describe an organic reaction: reactants, conditions, products, and yield. Dataset: the Open Reaction Database (ORD), a public repository of structured organic reaction records Reactants: CN(C)c1ccncc1, CCN(C(C)C)C(C)C, COC(=O)Cl, ClCCl, CC(N)COC(c1cccc(Cl)c1)C1CCCN(C(=O)NC(CC2CCCCC2)CN(C)C(=O)OCC[Si](C)(C)C)C1. Product: COC(=O)NC(C)COC(c1cccc(Cl)c1)C1CCCN(C(=O)NC(CC2CCCCC2)CN(C)C(=O)OCC[Si](C)(C)C)C1. Reaction SMILES: [CH3:57][N:58]([c:59]1[cH:60][cH:61][n:62][cH:63][cH:64]1)[CH3:65].[CH:43]([N:44]([CH2:45][CH3:46])[CH:47]([CH3:48])[CH3:49])([CH3:50])[CH3:51].[Cl:52][C:53](=[O:54])[O:55][CH3:56].[Cl:66][CH2:67][Cl:68].[NH2:1][CH:2]([CH2:3][O:4][CH:5]([CH:6]1[CH2:7][N:8]([C:12](=[O:13])[NH:14][CH:15]([CH2:16][N:17]([C:18]([O:19][CH2:20][CH2:21][Si:22]([CH3:23])([CH3:24])[CH3:25])=[O:26])[CH3:27])[CH2:28][CH:29]2[CH2:30][CH2:31][CH2:32][CH2:33][CH2:34]2)[CH2:9][CH2:10][CH2:11]1)[c:35]1[cH:36][c:37]([Cl:41])[cH:38][cH:39][cH:40]1)[CH3:42]>>[NH:1]([CH:2]([CH2:3][O:4][CH:5]([CH:6]1[CH2:7][N:8]([C:12](=[O:13])[NH:14][CH:15]([CH2:16][N:17]([C:18]([O:19][CH2:20][CH2:21][Si:22]([CH3:23])([CH3:24])[CH3:25])=[O:26])[CH3:27])[CH2:28][CH:29]2[CH2:30][CH2:31][CH2:32][CH2:33][CH2:34]2)[CH2:9][CH2:10][CH2:11]1)[c:35]1[cH:36][c:37]([Cl:41])[cH:38][cH:39][cH:40]1)[CH3:42])[C:53](=[O:54])[O:55][CH3:56]. The reactants are C(C1=CC=CC=C1)O[C@H]1[C@H](O[C@@H]([C@H]([C@@H]1OCC1=CC=CC=C1)CO)COCC1=CC=CC=C1)OC[C@@H]1[C@H]([C@@H]([C@H]([C@@H](OC)O1)OCC1=CC=CC=C1)OCC1=CC=CC=C1)OCC1=CC=CC=C1 (methyl 6-O-(2,3,6-tri-O-benzyl-4-deoxy-4-hydroxymethyl-α-D-glucopyranosyl)2,3,4-tri-O-benzyl-α-D-glucopyranoside), C(C1=CC=CC=C1)O[C@H]1[C@H](O[C@@H]([C@H]([C@@H]1OCC1=CC=CC=C1)COS(=O)(=O)C(F)(F)F)COCC1=CC=CC=C1)OC[C@@H]1[C@H]([C@@H]([C@H]([C@@H](OC)O1)OCC1=CC=CC=C1)OCC1=CC=CC=C1)OCC1=CC=CC=C1.OS(=O)(=O)C(F)(F)F (triflate methyl 6-O-(2,3,6-tri-O-benzyl-4-deoxy-4-trifluoromethylsulfonyloxymethyl-α-D-glucopyranosyl)-2,3,4-tri-O-benzyl-α-D-glucopyranoside), N1=CC=CC=C1 (pyridine), FC(S(=O)(=O)OS(=O)(=O)C(F)(F)F)(F)F (trifluoromethanesulfonic anhydride). Solvent: C(Cl)Cl (methylene chloride), C(Cl)Cl (methylene chloride). Run at temperature -10 celsius, time 15 minute. The product is C(C1=CC=CC=C1)O[C@H]1[C@H](O[C@@H]([C@H]([C@@H]1OCC1=CC=CC=C1)COS(=O)(=O)C(F)(F)F)COCC1=CC=CC=C1)OC[C@@H]1[C@H]([C@@H]([C@H]([C@@H](OC)O1)OCC1=CC=CC=C1)OCC1=CC=CC=C1)OCC1=CC=CC=C1 (METHYL 6-O-(2,3,6-TRI-O-BENZYL-4-DEOXY-4-TRIFLUOROMETHYLSULFONYLOXYMETHYL-α-D-GLUCOPYRANOSYL)-2,3,4-TRI-O-BENZYL-α-D-GLUCOPYRANOSIDE). Reaction SMILES: N1C=CC=CC=1.FC(F)(F)S(OS(C(F)(F)F)(=O)=O)(=O)=O.C(O[C@@H]1[C@@H](OCC2C=CC=CC=2)[C@H](CO)[C@@H](COCC2C=CC=CC=2)O[C@@H]1OC[C@H]1O[C@H](OC)[C@H](OCC2C=CC=CC=2)[C@@H](OCC2C=CC=CC=2)[C@@H]1OCC1C=CC=CC=1)C1C=CC=CC=1.[CH2:89]([O:96][C@@H:97]1[C@@H:102]([O:103][CH2:104][C:105]2[CH:110]=[CH:109][CH:108]=[CH:107][CH:106]=2)[C@H:101]([CH2:111][O:112][S:113]([C:116]([F:119])([F:118])[F:117])(=[O:115])=[O:114])[C@@H:100]([CH2:120][O:121][CH2:122][C:123]2[CH:128]=[CH:127][CH:126]=[CH:125][CH:124]=2)[O:99][C@@H:98]1[O:129][CH2:130][C@H:131]1[O:138][C@H:135]([O:136][CH3:137])[C@H:134]([O:139][CH2:140][C:141]2[CH:146]=[CH:145][CH:144]=[CH:143][CH:142]=2)[C@@H:133]([O:147][CH2:148][C:149]2[CH:154]=[CH:153][CH:152]=[CH:151][CH:150]=2)[C@@H:132]1[O:155][CH2:156][C:157]1[CH:162]=[CH:161][CH:160]=[CH:159][CH:158]=1)[C:90]1[CH:95]=[CH:94][CH:93]=[CH:92][CH:91]=1.OS(C(F)(F)F)(=O)=O>C(Cl)Cl>[CH2:89]([O:96][C@@H:97]1[C@@H:102]([O:103][CH2:104][C:105]2[CH:106]=[CH:107][CH:108]=[CH:109][CH:110]=2)[C@H:101]([CH2:111][O:112][S:113]([C:116]([F:119])([F:117])[F:118])(=[O:115])=[O:114])[C@@H:100]([CH2:120][O:121][CH2:122][C:123]2[CH:128]=[CH:127][CH:126]=[CH:125][CH:124]=2)[O:99][C@@H:98]1[O:129][CH2:130][C@H:131]1[O:138][C@H:135]([O:136][CH3:137])[C@H:134]([O:139][CH2:140][C:141]2[CH:142]=[CH:143][CH:144]=[CH:145][CH:146]=2)[C@@H:133]([O:147][CH2:148][C:149]2[CH:154]=[CH:153][CH:152]=[CH:151][CH:150]=2)[C@@H:132]1[O:155][CH2:156][C:157]1[CH:162]=[CH:161][CH:160]=[CH:159][CH:158]=1)[C:90]1[CH:95]=[CH:94][CH:93]=[CH:92][CH:91]=1 |f:3.4|. Procedure: To a solution of dry pyridine (0.46 mL) in dry methylene chloride (40 mL) cooled to -15° C. is added trifluoromethanesulfonic anhydride (0.86 mL). The mixture is stirred during 15 min at -10° C., then methyl 6-O-(2,3,6-tri-O-benzyl-4-deoxy-4-hydroxymethyl-α-D-glucopyranosyl)2,3,4-tri-O-benzyl-α-D-glucopyranoside (2.36 g, 2.593 mmol) in methylene chloride (10 mL) is added. The mixture is stirred during 1.5 h at -10° C. The reaction mixture is washed with water. The organic layer is dried over sod...